This data is from the Open Reaction Database (ORD), a public repository of structured organic reaction records. The task is: describe an organic reaction: reactants, conditions, products, and yield Reactants: 78.5, C1(=CC=CC=C1)C(C#N)(CCBr)C1=CC=CC=C1 (2,2-diphenyl-4-bromobutyronitrile), [I-].[K+] (potassium iodide), N12CCNCC2CCC1 (1,4-diazabicyclo[4.3.0]nonane), [OH-].[K+] (potassium hydroxide). Solvent: O (water), C(C)OCC (ethyl ether). Run at temperature 25 celsius. Yields the product C1(=CC=CC=C1)C(C#N)(CCN1CCN2CCCC2C1)C1=CC=CC=C1 (2,2-diphenyl-4-(1,4-diazabicyclo[4.3.0]non-4-yl)butyronitrile). Yield: 89.0%. RXN SMILES: [C:1]1([C:7]([C:13]2[CH:18]=[CH:17][CH:16]=[CH:15][CH:14]=2)([CH2:10][CH2:11]Br)[C:8]#[N:9])[CH:6]=[CH:5][CH:4]=[CH:3][CH:2]=1.[I-].[K+].[N:21]12[CH2:29][CH2:28][CH2:27][CH:26]1[CH2:25][NH:24][CH2:23][CH2:22]2.[OH-].[K+]>C(OCC)C.O>[C:1]1([C:7]([C:13]2[CH:18]=[CH:17][CH:16]=[CH:15][CH:14]=2)([CH2:10][CH2:11][N:24]2[CH2:25][CH:26]3[N:21]([CH2:29][CH2:28][CH2:27]3)[CH2:22][CH2:23]2)[C:8]#[N:9])[CH:6]=[CH:5][CH:4]=[CH:3][CH:2]=1 |f:1.2,4.5|. Reported procedure: To a stirred mixture of 78.5 parts of 2,2-diphenyl-4-bromobutyronitrile, 19.7 parts of potassium iodide and 30.0 parts of 1,4-diazabicyclo[4.3.0]nonane is added 70 parts of water and 19.3 parts of potassium hydroxide under a nitrogen atmosphere. The mixture is stirred and heated to 75° - 80° C. and then further heated to reflux (108° - 112° C.). After 3.5 hours of heating at reflux, the mixture is cooled to about 25° C. and 180 parts of ethyl ether added. The resulting organic layer is extracted... Reactants: Cc1cc(N2CC(S(=O)(=O)c3ccc(F)cc3Cl)CC2C(=O)NC2(C#N)CC2)n(C2CCC2)n1, CN1CCNCC1. The product is Cc1cc(N2CC(S(=O)(=O)c3ccc(N4CCN(C)CC4)cc3Cl)CC2C(=O)NC2(C#N)CC2)n(C2CCC2)n1. Reaction SMILES: [C:1](#[N:2])[C:3]1([NH:6][C:7](=[O:8])[CH:9]2[N:10]([c:25]3[n:26]([CH:31]4[CH2:32][CH2:33][CH2:34]4)[n:27][c:28]([CH3:30])[cH:29]3)[CH2:11][CH:12]([S:14](=[O:15])(=[O:16])[c:17]3[c:18]([Cl:24])[cH:19][c:20]([F:23])[cH:21][cH:22]3)[CH2:13]2)[CH2:4][CH2:5]1.[CH3:35][N:36]1[CH2:37][CH2:38][NH:39][CH2:40][CH2:41]1>>[C:1](#[N:2])[C:3]1([NH:6][C:7](=[O:8])[CH:9]2[N:10]([c:25]3[n:26]([CH:31]4[CH2:32][CH2:33][CH2:34]4)[n:27][c:28]([CH3:30])[cH:29]3)[CH2:11][CH:12]([S:14](=[O:15])(=[O:16])[c:17]3[c:18]([Cl:24])[cH:19][c:20]([N:39]4[CH2:38][CH2:37][N:36]([CH3:35])[CH2:41][CH2:40]4)[cH:21][cH:22]3)[CH2:13]2)[CH2:4][CH2:5]1. Starting materials: C(C)(C)SC=1C=C(C=CC1C(=O)NS(=O)(=O)C=1C=NC=CC1)C1=CC=C(C=C1)CCN(C(OC(C)(C)C)=O)C[C@H](OC1OCCCC1)C1=CC=CC=C1 (tert-butyl [2-[3′-(isopropylthio)-4′-[[(3-pyridylsulfonyl)amino]carbonyl]-4-biphenylyl]-ethyl][(2R)-2-phenyl-2-(tetrahydro-2H-pyran-2-yloxy)ethyl]carbamate), Cl (hydrogen chloride). The solvent is CO (methanol). Reaction conditions: time 8 hour. The product is Cl.Cl.O[C@@H](CNCCC1=CC=C(C=C1)C1=CC(=C(C=C1)C(=O)NS(=O)(=O)C=1C=NC=CC1)SC(C)C)C1=CC=CC=C1 (4′-[2-[[(2R)-2-hydroxy-2-phenylethyl]amino]ethyl]-3-(isopropylthio)-N-(3-pyridylsulfonyl)-4-biphenylcarboxamide dihydrochloride). Reaction SMILES: [CH:1]([S:4][C:5]1[CH:6]=[C:7]([C:23]2[CH:28]=[CH:27][C:26]([CH2:29][CH2:30][N:31]([CH2:39][C@@H:40]([C:48]3[CH:53]=[CH:52][CH:51]=[CH:50][CH:49]=3)[O:41]C3CCCCO3)C(=O)OC(C)(C)C)=[CH:25][CH:24]=2)[CH:8]=[CH:9][C:10]=1[C:11]([NH:13][S:14]([C:17]1[CH:18]=[N:19][CH:20]=[CH:21][CH:22]=1)(=[O:16])=[O:15])=[O:12])([CH3:3])[CH3:2].[ClH:54]>CO>[ClH:54].[ClH:54].[OH:41][C@H:40]([C:48]1[CH:49]=[CH:50][CH:51]=[CH:52][CH:53]=1)[CH2:39][NH:31][CH2:30][CH2:29][C:26]1[CH:27]=[CH:28][C:23]([C:7]2[CH:8]=[CH:9][C:10]([C:11]([NH:13][S:14]([C:17]3[CH:18]=[N:19][CH:20]=[CH:21][CH:22]=3)(=[O:16])=[O:15])=[O:12])=[C:5]([S:4][CH:1]([CH3:2])[CH3:3])[CH:6]=2)=[CH:24][CH:25]=1 |f:3.4.5|. Reported procedure: A mixture of tert-butyl [2-[3′-(isopropylthio)-4′-[[(3-pyridylsulfonyl)amino]carbonyl]-4-biphenylyl]-ethyl][(2R)-2-phenyl-2-(tetrahydro-2H-pyran-2-yloxy)ethyl]carbamate (411 mg) and hydrogen chloride in methanol (10%, 8.22 ml) was stirred at room temperature overnight. The mixture was evaporated and recrystallized from ethanol to give 4′-[2-[[(2R)-2-hydroxy-2-phenylethyl]amino]ethyl]-3-(isopropylthio)-N-(3-pyridylsulfonyl)-4-biphenylcarboxamide dihydrochloride (242 mg). Reaction conditions: time 4 hour. Reported procedure: Hydrogen chloride was bubbled through a stirred solution of 7.5 g (44 mmol) of 1-methylindole-3-acetonitrile in 100ml of dry isopropanol at room temperature. After 4 hours, the solvent was removed under reduced pressure and the residue was triturated with diethyl ether to give 5.17 g (44%) of isopropyl 1-methyl-3-indoleacetimidate hydrochloride as a white solid of melting point 133° C. Yield: 44.0%. The reactants are Cl (Hydrogen chloride), CN1C=C(C2=CC=CC=C12)CC#N (1-methylindole-3-acetonitrile), C(C)(C)O (isopropanol). The product is Cl.CN1C=C(C2=CC=CC=C12)CC(OC(C)C)=N (isopropyl 1-methyl-3-indoleacetimidate hydrochloride). As a reaction SMILES: [ClH:1].[CH3:2][N:3]1[C:11]2[C:6](=[CH:7][CH:8]=[CH:9][CH:10]=2)[C:5]([CH2:12][C:13]#[N:14])=[CH:4]1.[CH:15]([OH:18])([CH3:17])[CH3:16]>>[ClH:1].[CH3:2][N:3]1[C:11]2[C:6](=[CH:7][CH:8]=[CH:9][CH:10]=2)[C:5]([CH2:12][C:13](=[NH:14])[O:18][CH:15]([CH3:17])[CH3:16])=[CH:4]1 |f:3.4|. Reactants: ClC1=CC2=C(NC(=C2)C(=O)NC2C(N(C3=CC=CC=C3C2)CC(CO)O)=O)S1 (2-Chloro-N-[1-(2,3-dihydroxypropyl)-2-oxo-1,2,3,4-tetrahydroquinolin-3-yl]-6H-thieno[2,3-b]pyrrole-5-carboxamide), C=1C=CC2=C(C1)N=NN2O (HOBT), CCN=C=NCCCN(C)C (EDCI), C(=O)(O)CN1C(C(CC2=CC=CC=C12)NC(=O)C1=CC2=C(N1)SC(=C2)Cl)=O (N-[1-(Carboxymethyl)-2-oxo-1,2,3,4-tetrahydroquinolin-3-yl]-2-chloro-6H-thieno[2,3-b]pyrrole-5-carboxamide). The solvent is CN(C)C=O (DMF). Reaction conditions: time 18 hour. Yields the product CC1(OCC(O1)CN1C(C(CC2=CC=CC=C12)NC(=O)C1=CC2=C(N1)SC(=C2)Cl)=O)C (N-{1-(2,2-Dimethyl-1,3-dioxolan-4-ylmethyl)-2-oxo-1,2,3,4-tetrahydroquinolin-3-yl}-2-chloro-6H-thieno[2,3-b]pyrrole-5-carboxamide). Yield: 69.2%. RXN SMILES: [Cl:1][C:2]1[S:28][C:5]2[NH:6][C:7]([C:9]([NH:11][CH:12]3[CH2:21][C:20]4[C:15](=[CH:16][CH:17]=[CH:18][CH:19]=4)[N:14]([CH2:22][CH:23]([OH:26])[CH2:24][OH:25])[C:13]3=[O:27])=[O:10])=[CH:8][C:4]=2[CH:3]=1.[CH:29]1[CH:30]=CC2N(O)N=NC=2[CH:34]=1.CCN=C=NCCCN(C)C.C(CN1C2C(=CC=CC=2)CC(NC(C2NC3SC(Cl)=CC=3C=2)=O)C1=O)(O)=O>CN(C=O)C>[CH3:34][C:29]1([CH3:30])[O:26][CH:23]([CH2:22][N:14]2[C:15]3[C:20](=[CH:19][CH:18]=[CH:17][CH:16]=3)[CH2:21][CH:12]([NH:11][C:9]([C:7]3[NH:6][C:5]4[S:28][C:2]([Cl:1])=[CH:3][C:4]=4[CH:8]=3)=[O:10])[C:13]2=[O:27])[CH2:24][O:25]1. Reported procedure: 5-Carboxy-2-chloro-6H-thieno[2,3-b]pyrrole (Method 9; 243 mg, 1.20 mmol), HOBT (178 mg, 1.32 mmol), anhydrous DMF (10 mL) and finally EDCI (252 mg, 1.32 mmol) were added to 3-amino-1-[(2,2-dimethyl-1,3-dioxolan-4-yl)methyl]-3,4-dihydroquinolin-2(1H)-one (Method 2, 330 mg, 1.20 mmol) and the reaction was stirred for 18 h. The reaction was evaporated and the residue was dissolved in EtOAc (100 mL) and washed with 1M aqueous HCl (50 mL) and the organic layer was further washed with sat. aqueous NaH... Procedure: To a solution of [(2-bromo-4,5,6,7-tetrahydro-1-benzothiophen-4-yl)oxy](t-butyl)dimethylsilane (5.6 g, 16 mmol) that was obtained in Example 8 (8b) in tetrahydrofuran (30 ml) was slowly added dropwise n-butyllithium (a 1.6 M solution in hexane, 11 ml, 18 mmol) at −78° C. with stirring, and the resulting mixture was stirred for 5 minutes. Subsequently, to the resulting mixture was added N,N-dimethylformamide (2.5 ml, 32 mmol) at the same temperature with stirring, and the resulting mixture was st... Reaction SMILES: Br[C:2]1[S:3][C:4]2[CH2:10][CH2:9][CH2:8][CH:7]([O:11][Si:12]([C:15]([CH3:18])([CH3:17])[CH3:16])([CH3:14])[CH3:13])[C:5]=2[CH:6]=1.C([Li])CCC.CN(C)[CH:26]=[O:27].[Cl-].[NH4+]>O1CCCC1.CCCCCC.O>[Si:12]([O:11][CH:7]1[C:5]2[CH:6]=[C:2]([CH:26]=[O:27])[S:3][C:4]=2[CH2:10][CH2:9][CH2:8]1)([C:15]([CH3:18])([CH3:17])[CH3:16])([CH3:14])[CH3:13] |f:3.4|. Solvent: O (water), CCCCCC (hexane), O1CCCC1 (tetrahydrofuran). Starting materials: BrC=1SC2=C(C1)C(CCC2)O[Si](C)(C)C(C)(C)C ([(2-bromo-4,5,6,7-tetrahydro-1-benzothiophen-4-yl)oxy](t-butyl)dimethylsilane), CN(C=O)C (N,N-dimethylformamide), C(CCC)[Li] (n-butyllithium), solution, Example 8 ( 8b ), [Cl-].[NH4+] (ammonium chloride). Yields the product [Si](C)(C)(C(C)(C)C)OC1CCCC2=C1C=C(S2)C=O (4-{[t-Butyl(dimethyl)silyl]oxy}-4,5,6,7-tetrahydro-1-benzothiophene-2-carboxaldehyde). Isolated yield 92.0%.